Dataset: the Open Reaction Database (ORD), a public repository of structured organic reaction records. Task: describe an organic reaction: reactants, conditions, products, and yield Reactants: Cl.COC([C@@H](N)CC1=CC(=C(C(=C1)F)O)F)=O (Racemic 3,5-difluorotyrosine methyl ester hydrochloride), C1(CCCCC1)N1C(=NC2=C1C=CC(=C2)C(=O)O)C2=COC=C2 (1-Cyclohexyl-2-furan-3-yl-1H-benzoimidazole-5-carboxylic acid), BrCC(=O)OC (methyl bromoacetate), C(=O)([O-])[O-].[K+].[K+].CC(=O)C (K2CO3 acetone). Product: C(=O)(O)COC1=C(C=C(C=C1F)CC(C(=O)O)NC(=O)C1=CC2=C(N(C(=N2)C2=COC=C2)C2CCCCC2)C=C1)F (Racemic 3-(4-Carboxymethoxy-3,5-difluoro-phenyl)-2-{[1-(1-cyclohexyl-2-furan-3-yl-1H-benzimidazol-5-yl)-methanoyl]-amino}-propionic acid). As a reaction SMILES: Cl.C[O:3][C:4](=[O:17])[C@H:5]([CH2:7][C:8]1[CH:13]=[C:12]([F:14])[C:11]([OH:15])=[C:10]([F:16])[CH:9]=1)[NH2:6].[CH:18]1([N:24]2[C:28]3[CH:29]=[CH:30][C:31](C(O)=O)=[CH:32][C:27]=3[N:26]=[C:25]2[C:36]2[CH:40]=[CH:39][O:38][CH:37]=2)[CH2:23][CH2:22][CH2:21][CH2:20][CH2:19]1.Br[CH2:42][C:43]([O:45]C)=[O:44].[C:47]([O-])([O-])=[O:48].[K+].[K+].CC(C)=O>>[C:43]([CH2:42][O:15][C:11]1[C:12]([F:14])=[CH:13][C:8]([CH2:7][CH:5]([NH:6][C:47]([C:31]2[CH:30]=[CH:29][C:28]3[N:24]([CH:18]4[CH2:19][CH2:20][CH2:21][CH2:22][CH2:23]4)[C:25]([C:36]4[CH:40]=[CH:39][O:38][CH:37]=4)=[N:26][C:27]=3[CH:32]=2)=[O:48])[C:4]([OH:3])=[O:17])=[CH:9][C:10]=1[F:16])([OH:45])=[O:44] |f:0.1,4.5.6.7|. Reported procedure: Racemic 3,5-difluorotyrosine methyl ester hydrochloride (example 119) was coupled to the carboxylic acid of example 2 in the usual manner. The phenolic hydroxyl group was alkylated with methyl bromoacetate in the usual manner (K2CO3/acetone at reflux) and ester groups saponified to give the title compound of example 125. Starting materials: [Na] (sodium), C(C)(=O)NC(C(=O)OCC)C(=O)OCC (diethyl acetamidomalonate), BrC\C=C/C ((Z)-1-bromo-2-butene). Run in C(C)O (ethanol). Conditions: time 8 hour. Yields the product C(C)(=O)NC(C(=O)OCC)(C(=O)OCC)C\C=C/C (diethyl (Z)-2-acetamido-2-(2-butenyl)malonate). Yield: 98.0%. As a reaction SMILES: [Na].[C:2]([NH:5][CH:6]([C:12]([O:14][CH2:15][CH3:16])=[O:13])[C:7]([O:9][CH2:10][CH3:11])=[O:8])(=[O:4])[CH3:3].Br[CH2:18]/[CH:19]=[CH:20]\[CH3:21]>C(O)C>[C:2]([NH:5][C:6]([CH2:18]/[CH:19]=[CH:20]\[CH3:21])([C:12]([O:14][CH2:15][CH3:16])=[O:13])[C:7]([O:9][CH2:10][CH3:11])=[O:8])(=[O:4])[CH3:3] |^1:0|. Reported procedure: 4.37 g (190 mmol) of sodium metal were dissolved in 110 ml of anhydrousethanol. 41.14 g (189.6 mmol) of diethyl acetamidomalonate dissolved in 270ml of anhydrous ethanol were added and the mixture was heated under reflux for 10 minutes. 25.65 g (168 mmol) of (Z)-1-bromo-2-butene were added dropwise at room temperature and the mixture was stirred overnight, then evaporated to dryness under vacuum and the residue was partitioned betweenethyl acetate and 0.1M hydrochloric acid. The organic phase wa... The reactants are COC(=O)CNc1ccc(F)cc1[N+](=O)[O-], [Na+], [Na+], O, O=S([O-])S(=O)[O-]. Yields the product O=C1CNc2ccc(F)cc2N1. As a reaction SMILES: [F:1][c:2]1[cH:3][c:4]([N+:14]([O-:15])=[O:16])[c:5]([NH:8][CH2:9][C:10](=[O:11])[O:12][CH3:13])[cH:6][cH:7]1.[Na+:23].[Na+:24].[OH2:25].[S:17]([S:18]([O-:19])=[O:20])([O-:21])=[O:22]>>[F:1][c:2]1[cH:3][c:4]2[c:5]([cH:6][cH:7]1)[NH:8][CH2:9][C:10](=[O:11])[NH:14]2. Reaction SMILES: [Br:19][CH2:20][CH2:21][CH3:22].[C:11](=[O:12])([O-:13])[O-:14].[CH3:23][N:24]([CH3:25])[CH:26]=[O:27].[I-:18].[K+:15].[K+:16].[K+:17].[OH:1][CH2:2][c:3]1[cH:4][c:5](=[O:6])[c:7]([OH:8])[cH:9][o:10]1>>[OH:1][CH2:2][c:3]1[cH:4][c:5](=[O:6])[c:7]([O:8][CH2:20][CH2:21][CH3:22])[cH:9][o:10]1. The reactants are CCCBr, O=C([O-])[O-], CN(C)C=O, [I-], [K+], [K+], [K+], O=c1cc(CO)occ1O. The product is CCCOc1coc(CO)cc1=O. The reactants are BrC1=C(C=C(C=C1)COC=1C=C(C=CC1)CCC(=O)OC)C (Methyl 3-(3-(((4-bromo-3-methylphenyl)methyl)oxy)phenyl)propanoate), [F-].[Cs+] (cesium fluoride), C(CCC)OC1=C(C=C(C=C1)OC)B(O)O (2-Butoxy-5-methoxyphenylboronic acid). Reagents/catalysts: C=1C=CC(=CC1)[P](C=2C=CC=CC2)(C=3C=CC=CC3)[Pd]([P](C=4C=CC=CC4)(C=5C=CC=CC5)C=6C=CC=CC6)([P](C=7C=CC=CC7)(C=8C=CC=CC8)C=9C=CC=CC9)[P](C=1C=CC=CC1)(C=1C=CC=CC1)C=1C=CC=CC1 (tetrakis(triphenylphosphine)palladium). The solvent is COCCOC (DME). Conditions: temperature 85 celsius. The product is C(CCC)OC1=C(C=C(C=C1)OC)C1=C(C=C(C=C1)COC=1C=C(C=CC1)CCC(=O)OC)C (Methyl 3-(3-(((2′-(butyloxy)-2-methyl-5′-(methyloxy)-1,1′-biphenyl-4-yl)methyl)oxy)phenyl)propanoate). Isolated yield 94.6%. RXN SMILES: Br[C:2]1[CH:7]=[CH:6][C:5]([CH2:8][O:9][C:10]2[CH:11]=[C:12]([CH2:16][CH2:17][C:18]([O:20][CH3:21])=[O:19])[CH:13]=[CH:14][CH:15]=2)=[CH:4][C:3]=1[CH3:22].[F-].[Cs+].[CH2:25]([O:29][C:30]1[CH:35]=[CH:34][C:33]([O:36][CH3:37])=[CH:32][C:31]=1B(O)O)[CH2:26][CH2:27][CH3:28]>C1C=CC([P]([Pd]([P](C2C=CC=CC=2)(C2C=CC=CC=2)C2C=CC=CC=2)([P](C2C=CC=CC=2)(C2C=CC=CC=2)C2C=CC=CC=2)[P](C2C=CC=CC=2)(C2C=CC=CC=2)C2C=CC=CC=2)(C2C=CC=CC=2)C2C=CC=CC=2)=CC=1.COCCOC>[CH2:25]([O:29][C:30]1[CH:31]=[CH:32][C:33]([O:36][CH3:37])=[CH:34][C:35]=1[C:2]1[CH:7]=[CH:6][C:5]([CH2:8][O:9][C:10]2[CH:11]=[C:12]([CH2:16][CH2:17][C:18]([O:20][CH3:21])=[O:19])[CH:13]=[CH:14][CH:15]=2)=[CH:4][C:3]=1[CH3:22])[CH2:26][CH2:27][CH3:28] |f:1.2,^1:44,46,65,84|. Reported procedure: To a 2 dram vial charged with 1.3 (0.0200 g, 0.0551 mmol), tetrakis(triphenylphosphine)palladium (0) (0.0127 g, 0.0110 mmol), cesium fluoride (0.0102 mL, 0.275 mmol), and 2-butoxy-5-methoxyphenylboronic acid 4.2 (0.0247 g, 0.110 mmol), was added DME (1 mL). The resulting mixture was then heated at 85° C. overnight. The reaction was allowed to cool and then filtered and concentrated. The crude was purified by combiflash (0 to 20% EtOAc/hexanes) yielding 4.3 (0.0241 g, 95% yield). Reactants: C(C)OC(C1=CC(=NC=C1Br)N1CCN(CC1)C)=O (5-bromo-2-(4-methyl-piperazin-1-yl)-isonicotinic acid ethyl ester), CN (methylamin). Product: BrC1=CN=C(C=C1C(=O)NC)N1CCN(CC1)C (5-Bromo-N-methyl-2-(4-methyl-piperazin-1-yl)-isonicotinamide). The yield is 100.0%. As a reaction SMILES: C(O[C:4](=[O:19])[C:5]1[C:10]([Br:11])=[CH:9][N:8]=[C:7]([N:12]2[CH2:17][CH2:16][N:15]([CH3:18])[CH2:14][CH2:13]2)[CH:6]=1)C.[CH3:20][NH2:21]>>[Br:11][C:10]1[C:5]([C:4]([NH:21][CH3:20])=[O:19])=[CH:6][C:7]([N:12]2[CH2:13][CH2:14][N:15]([CH3:18])[CH2:16][CH2:17]2)=[N:8][CH:9]=1. Procedure details: A solution of 1.45 g (5.8 mmol) 5-bromo-2-(4-methyl-piperazin-1-yl)-isonicotinic acid ethyl ester in 25 ml methylamin (33% in ethanol) was heated in a high pressure vessel at 85° for 12 h. Evaporation of the solvent afforded 1.81 g (100%) of the title compound as yellow crystals. M.p. 122-125° C. The reactants are [Al+3], C1CCOC1, CO, [H-], [H-], [H-], [H-], [Li+], COC(=O)c1ccc2ncnc(N3CCCCC3)c2n1, O. Yields the product OCc1ccc2ncnc(N3CCCCC3)c2n1. RXN SMILES: [Al+3:22].[CH2:30]1[O:31][CH2:32][CH2:33][CH2:34]1.[CH3:28][OH:29].[H-:21].[H-:24].[H-:25].[H-:26].[Li+:23].[N:1]1([c:7]2[c:8]3[c:9]([n:10][cH:11][n:12]2)[cH:13][cH:14][c:15]([C:17](=[O:18])[O:19][CH3:20])[n:16]3)[CH2:2][CH2:3][CH2:4][CH2:5][CH2:6]1.[OH2:27]>>[N:1]1([c:7]2[c:8]3[c:9]([n:10][cH:11][n:12]2)[cH:13][cH:14][c:15]([CH2:17][OH:18])[n:16]3)[CH2:2][CH2:3][CH2:4][CH2:5][CH2:6]1.